From a dataset of the Open Reaction Database (ORD), a public repository of structured organic reaction records. describe an organic reaction: reactants, conditions, products, and yield The reactants are C(C)(C)C1=NC=2N(C(NC(C2N1)=O)=O)CC1=CC=NC=C1 (8-isopropyl-3-(4-picolyl)-xanthine), P12(=S)SP3(=S)SP(=S)(S1)SP(=S)(S2)S3 (phosphorus pentasulfide), [OH-].[Na+] (NaOH). Solvent: N1=CC=CC=C1 (pyridine). Run at temperature 5 celsius. Product: C(C)(C)C1=NC=2N(C(NC(C2N1)=S)=O)CC1=CC=NC=C1 (8-Isopropyl-3-(4-picolyl)-6-thioxanthine). The yield is 136.5%. RXN SMILES: [CH:1]([C:4]1[NH:12][C:11]2[C:10](=O)[NH:9][C:8](=[O:14])[N:7]([CH2:15][C:16]3[CH:21]=[CH:20][N:19]=[CH:18][CH:17]=3)[C:6]=2[N:5]=1)([CH3:3])[CH3:2].P12(SP3(SP(SP(S3)(S1)=S)(=S)S2)=S)=[S:23].[OH-].[Na+]>N1C=CC=CC=1>[CH:1]([C:4]1[NH:12][C:11]2[C:10](=[S:23])[NH:9][C:8](=[O:14])[N:7]([CH2:15][C:16]3[CH:21]=[CH:20][N:19]=[CH:18][CH:17]=3)[C:6]=2[N:5]=1)([CH3:3])[CH3:2] |f:2.3|. Procedure: 1.19 g of 8-isopropyl-3-(4-picolyl)-xanthine and 1.07 g of phosphorus pentasulfide were heated under reflux in 25 ml of pyridine for 4 hours. After cooling to 5° C., 5.28 ml (10.6 mM) of 2N NaOH were added. The solid was filtered off and washed with pyridine. The filtrate was evaporated to dryness, the residue suspended in water and the solid collected, redissolved in 40 ml of 1N NaOH, treated with 0.2 g of charcoal, filtered and neutralized to pH 7.5. The solid was collected, washed and dried t... The reactants are COC(C1=CC(=C(C=C1)NC)N)=O (3-amino-4-methylamino-benzoic acid methyl ester), NC=1SC2=C(N1)C=C(C(=C2)F)F (2-amino-5,6-difluorobenzothiazole), C(=S)(N1C=NC=C1)N1C=NC=C1 (1,1′-thiocarbonyldiimidazole). The solvent is C(CCl)Cl (EDC). Yields the product COC(=O)C1=CC2=C(N(C(=N2)NC=2SC3=C(N2)C=C(C(=C3)F)F)C)C=C1 (2-(5,6-Difluoro-benzothiazol-2-ylamino)-1-methyl-1H-benzoimidazole-5-carboxylic acid methyl ester). Isolated yield 51.4%. Reaction SMILES: [CH3:1][O:2][C:3](=[O:13])[C:4]1[CH:9]=[CH:8][C:7]([NH:10][CH3:11])=[C:6]([NH2:12])[CH:5]=1.[NH2:14][C:15]1[S:16][C:17]2[CH:23]=[C:22]([F:24])[C:21]([F:25])=[CH:20][C:18]=2[N:19]=1.[C:26](N1C=CN=C1)(N1C=CN=C1)=S>C(Cl)CCl>[CH3:1][O:2][C:3]([C:4]1[CH:9]=[CH:8][C:7]2[N:10]([CH3:26])[C:11]([NH:14][C:15]3[S:16][C:17]4[CH:23]=[C:22]([F:24])[C:21]([F:25])=[CH:20][C:18]=4[N:19]=3)=[N:12][C:6]=2[CH:5]=1)=[O:13]. Procedure details: 2-(5,6-Difluoro-benzothiazol-2-ylamino)-1-methyl-1H-benzoimidazole-5-carboxylic acid methyl ester (579 mg) was prepared by following General Procedure D starting from 3-amino-4-methylamino-benzoic acid methyl ester (650 mg), 2-amino-5,6-difluorobenzothiazole (560 mg), 1,1′-thiocarbonyldiimidazole (715 mg), and EDC (865 mg). LC/MS: m/z 375.8. 1H NMR (DMSO-d6, 400 MHz): δ 12.51 (bs, 1H), 8.25 (s, 1H), 8.19 (s, 1H), 7.85 (s, 1H), 7.68 (d, 1H), 7.52 (d, 1H), 3.86 (s, 3H), 3.67 (bs, 3H). Reactants: FC(C1=CC=C(C(=O)N=C=O)C=C1)(F)F (4-trifluoromethylbenzoylisocyanate), ClC1=CC=C(N)C=C1 (4-chloroaniline). Run in C(C)OCC (diethylether), C(C)#N (acetonitrile). Product: FC(C1=CC=C(C(=O)NC(=O)NC2=CC=C(C=C2)Cl)C=C1)(F)F (1-(4-trifluoromethylbenzoyl)-3-(4-chlorophenyl)urea). RXN SMILES: [F:1][C:2]([F:15])([F:14])[C:3]1[CH:13]=[CH:12][C:6]([C:7]([N:9]=[C:10]=[O:11])=[O:8])=[CH:5][CH:4]=1.[Cl:16][C:17]1[CH:23]=[CH:22][C:20]([NH2:21])=[CH:19][CH:18]=1>C(OCC)C.C(#N)C>[F:1][C:2]([F:14])([F:15])[C:3]1[CH:13]=[CH:12][C:6]([C:7]([NH:9][C:10]([NH:21][C:20]2[CH:22]=[CH:23][C:17]([Cl:16])=[CH:18][CH:19]=2)=[O:11])=[O:8])=[CH:5][CH:4]=1. Reported procedure: To a stirred solution of 1.08 g of 4-trifluoromethylbenzoylisocyanate in 5 ml of dry diethylether is added a solution of 0.64 g of 4-chloroaniline in 50 ml of acetonitrile. A precipitate is immediately formed. The precipitate is sucked off and washed with acetonitrile. The title compound is obtained a yield of 1.1 g; melting point 260° C. Reactants: [OH-].[Na+] (NaOH), NC1=C(C=C(CC(C(=O)OCC)(C(=O)OCC)CC(N2CCC(CC2)N2C(NC3=CC=CC=C3C2)=O)=O)C=C1C(F)(F)F)Cl (diethyl 2-(4-amino-3-chloro-5-trifluoromethyl-benzyl)-2-{2-oxo-2-[4-(2-oxo-1,4-dihydro-2H-quinazolin-3-yl)-piperidin-1-yl]-ethyl}-malonate). Run in O (water), CCO (EtOH). As a reaction SMILES: [OH-].[Na+].[NH2:3][C:4]1[C:41]([C:42]([F:45])([F:44])[F:43])=[CH:40][C:7]([CH2:8][C:9]([CH2:20][C:21](=[O:39])[N:22]2[CH2:27][CH2:26][CH:25]([N:28]3[CH2:37][C:36]4[C:31](=[CH:32][CH:33]=[CH:34][CH:35]=4)[NH:30][C:29]3=[O:38])[CH2:24][CH2:23]2)(C(OCC)=O)[C:10]([O:12]CC)=[O:11])=[CH:6][C:5]=1[Cl:46]>O.CCO>[NH2:3][C:4]1[C:41]([C:42]([F:44])([F:43])[F:45])=[CH:40][C:7]([CH2:8][CH:9]([CH2:20][C:21](=[O:39])[N:22]2[CH2:27][CH2:26][CH:25]([N:28]3[CH2:37][C:36]4[C:31](=[CH:32][CH:33]=[CH:34][CH:35]=4)[NH:30][C:29]3=[O:38])[CH2:24][CH2:23]2)[C:10]([OH:12])=[O:11])=[CH:6][C:5]=1[Cl:46] |f:0.1|. Yields the product NC1=C(C=C(CC(C(=O)O)CC(N2CCC(CC2)N2C(NC3=CC=CC=C3C2)=O)=O)C=C1C(F)(F)F)Cl (2-(4-amino-3-chloro-5-trifluoromethyl-benzyl)-4-oxo-4-[4-(2-oxo-1,4-dihydro-2H-quinazolin-3-yl)-piperidin-1-yl]-butanoic acid). Procedure: 3.13 g (78.25 mmol) of NaOH, dissolved in 300 mL water, were added to a solution of 10.00 g (15.65 mmol) of diethyl 2-(4-amino-3-chloro-5-trifluoromethyl-benzyl)-2-{2-oxo-2-[4-(2-oxo-1,4-dihydro-2H-quinazolin-3-yl)-piperidin-1-yl]-ethyl}-malonate in 600 mL EtOH and the mixture was refluxed for 4 h. EtOH was evaporated off i. vac., the reaction mixture was acidified to pH 1 with conc. HCl and 1 hour at RT. The precipitate formed was filtered off, washed with water and dried i. vac.